From a dataset of the Open Reaction Database (ORD), a public repository of structured organic reaction records. describe an organic reaction: reactants, conditions, products, and yield The reactants are CCOCC (Et2O), C(C1=CC=CC=C1)OC(=O)N[C@@H](CCCCCC(=O)OC(C)(C)C)C=1NC(=CN1)C1=CC2=CC=C(C=C2C=C1)OC ((S)-tert-butyl 7-(((benzyloxy)carbonyl)amino)-7-(5-(6-methoxynaphthalen-2-yl)-1H-imidazol-2-yl)heptanoate), C1(=CC=CC=C1)C (toluene), C(=O)(C(F)(F)F)O (TFA). Solvent: C(Cl)Cl (DCM). Reaction conditions: time 2 hour. The product is FC(C(=O)[O-])(F)F.C(C1=CC=CC=C1)OC(=O)N[C@@H](CCCCCC(=O)O)C=1NC(=C[NH+]1)C1=CC2=CC=C(C=C2C=C1)OC ((S)-2-(1-(((benzyloxy)carbonyl)amino)-6-carboxyhexyl)-5-(6-methoxynaphthalen-2-yl)-1H-imidazol-3-ium trifluoroacetate). As a reaction SMILES: [CH2:1]([O:8][C:9]([NH:11][C@H:12]([C:25]1[NH:26][C:27]([C:30]2[CH:39]=[CH:38][C:37]3[C:32](=[CH:33][CH:34]=[C:35]([O:40][CH3:41])[CH:36]=3)[CH:31]=2)=[CH:28][N:29]=1)[CH2:13][CH2:14][CH2:15][CH2:16][CH2:17][C:18]([O:20]C(C)(C)C)=[O:19])=[O:10])[C:2]1[CH:7]=[CH:6][CH:5]=[CH:4][CH:3]=1.[C:42]([OH:48])([C:44]([F:47])([F:46])[F:45])=[O:43].C1(C)C=CC=CC=1.CCOCC>C(Cl)Cl>[F:45][C:44]([F:47])([F:46])[C:42]([O-:48])=[O:43].[CH2:1]([O:8][C:9]([NH:11][C@H:12]([C:25]1[NH:26][C:27]([C:30]2[CH:39]=[CH:38][C:37]3[C:32](=[CH:33][CH:34]=[C:35]([O:40][CH3:41])[CH:36]=3)[CH:31]=2)=[CH:28][NH+:29]=1)[CH2:13][CH2:14][CH2:15][CH2:16][CH2:17][C:18]([OH:20])=[O:19])=[O:10])[C:2]1[CH:7]=[CH:6][CH:5]=[CH:4][CH:3]=1 |f:5.6|. Procedure details: To a stirred solution of E1 in DCM (0.2 M) cooled to 0° C. TFA (70 eq.) was slowly added. The reaction mixture was stirred at room temperature for 2 h. Then, solvent was evaporated under reduced pressure to afford an oily residue that was co-evaporated first with toluene then with Et2O to give the title compound as a pale red solid which was used as such in the next step. MS (ES+) C29H31N3O5: 502 (M+H)+. Solvent: C(Cl)(Cl)Cl (chloroform). Reported procedure: 2.96 g (0.012 mole) of 70% aqueous m-chloroperbenzoic acid were added to a solution of 1.69 g (0.01 mole) of 1-t-butoxycarbonyl-3-pyrroline [prepared as described in Step (a) above] in 10 ml of chloroform, whilst ice-cooling, and the mixture was stirred with ice-cooling for 8 hours and then with water-cooling for 15 hours. At the end of this time, the reaction mixture was extracted with toluene and the extract was washed, in turn, with an aqueous solution of sodium bicarbonate, a 0.1N aqueous so... The yield is 58.8%. Reactants: ClC1=CC(=CC=C1)C(=O)OO (m-chloroperbenzoic acid), C(C)(C)(C)OC(=O)N1CC=CC1 (1-t-butoxycarbonyl-3-pyrroline), O (water). Yields the product C(C)(C)(C)OC(=O)N1CC2C(C1)O2 (1-t-butoxycarbonyl-3,4-epoxypyrrolidine). RXN SMILES: ClC1C=CC=C(C(OO)=[O:9])C=1.[C:12]([O:16][C:17]([N:19]1[CH2:23][CH:22]=[CH:21][CH2:20]1)=[O:18])([CH3:15])([CH3:14])[CH3:13].O>C(Cl)(Cl)Cl>[C:12]([O:16][C:17]([N:19]1[CH2:23][CH:22]2[O:9][CH:21]2[CH2:20]1)=[O:18])([CH3:15])([CH3:13])[CH3:14]. The reactants are O=C([O-])[O-], COc1cc(C=C(C(=O)OC(C)C)P(=O)(OC)OC)cc(OC)c1O, COc1ccc(CCl)cc1, CC#N, [K+], [K+]. Yields the product COc1ccc(COc2c(OC)cc(C=C(C(=O)OC(C)C)P(=O)(OC)OC)cc2OC)cc1. As a reaction SMILES: [C:26](=[O:27])([O-:28])[O-:29].[CH3:1][O:2][c:3]1[cH:4][c:5]([CH:12]=[C:13]([C:14](=[O:15])[O:16][CH:17]([CH3:18])[CH3:19])[P:20](=[O:21])([O:22][CH3:23])[O:24][CH3:25])[cH:6][c:7]([O:10][CH3:11])[c:8]1[OH:9].[CH3:32][O:33][c:34]1[cH:35][cH:36][c:37]([CH2:38][Cl:39])[cH:40][cH:41]1.[CH3:42][C:43]#[N:44].[K+:30].[K+:31]>>[CH3:1][O:2][c:3]1[cH:4][c:5]([CH:12]=[C:13]([C:14](=[O:15])[O:16][CH:17]([CH3:18])[CH3:19])[P:20](=[O:21])([O:22][CH3:23])[O:24][CH3:25])[cH:6][c:7]([O:10][CH3:11])[c:8]1[O:9][CH2:38][c:37]1[cH:36][cH:35][c:34]([O:33][CH3:32])[cH:41][cH:40]1.